Dataset: the Open Reaction Database (ORD), a public repository of structured organic reaction records. Task: describe an organic reaction: reactants, conditions, products, and yield The reactants are C(=O)(OC(C)(C)C)OC(=O)OC(C)(C)C (Di-tert-butyl dicarbonate), CCN(C(C)C)C(C)C (DIEA), ClC=1C=CC=2C(C3C(C2C1)CNC3)=C (5-chloro-8-methylene-1,2,3,3a,8,8a-hexahydro-2-aza-cyclopenta[a]indene). Run in C(Cl)Cl (CH2Cl2). Run at time 2 hour. The product is ClC=1C=CC=2C(C3C(CNC3)C2C1)C (5-Chloro-8-methyl-1,2,3,3a,8,8a-hexahydroindeno[1,2-c]pyrrole). Reaction SMILES: C(OC(OC(C)(C)C)=O)(OC(C)(C)C)=O.CCN(C(C)C)C(C)C.[Cl:25][C:26]1[CH:27]=[CH:28][C:29]2[C:30](=[CH2:38])[CH:31]3[CH2:37][NH:36][CH2:35][CH:32]3[C:33]=2[CH:34]=1>C(Cl)Cl>[Cl:25][C:26]1[CH:27]=[CH:28][C:29]2[CH:30]([CH3:38])[CH:31]3[CH2:37][NH:36][CH2:35][CH:32]3[C:33]=2[CH:34]=1. Procedure: Di-tert-butyl dicarbonate (0.43 g, 2.00 mmol) and DIEA (1.0 mL, 6.0 mmol) were added to a solution of 5-chloro-8-methylene-1,2,3,3a,8,8a-hexahydro-2-aza-cyclopenta[a]indene (2.0 mmol) in CH2Cl2 (10 mL) at 0° C. The reaction mixture was stirred for 2 hours at from 0° C. to room temperature, then quenched with aqueous HCl (10 mL, 0.1 M). The organic extracts were washed with brine, dried over MgSO4, and concentrated to afford the subtitle compound in quantitative yield. MS calculated for C17H20ClN... Reactants: CCOC(=O)C (EtOAc), N[C@@H](CCC(=O)O)C(=O)O (glutamic acid). Product: C1(O)=C(O)C(O)=CC=C1 (Pyrogallol). Reaction SMILES: N[C@H:2]([C:8]([OH:10])=O)[CH2:3][CH2:4][C:5]([OH:7])=O.C[CH2:12][O:13]C(C)=O>>[C:8]1([CH:2]=[CH:3][CH:4]=[C:5]([OH:7])[C:12]=1[OH:13])[OH:10]. Procedure: Synthesis of pyrogallol subsequently switched to a strategy where gallic acid solutions containing PCA contamination were added to the culture medium of RB791serA::aroB/pSK6.234, which carried plasmid-localized aroY and utilized the same system for plasmid maintenance as KL7/pSK6.161. It was unlear whether protocatechuate decarboxylase expressed in RB791serA::aroB/pSK6.234 would have access to the gallic acid added to the culture medium although this strategy, from the outset, benefited from the...